The task is: describe an organic reaction: reactants, conditions, products, and yield. This data is from the Open Reaction Database (ORD), a public repository of structured organic reaction records. The reactants are tetrakis(triphenylphospine)palladium, [F-].[Cs+] (cesium fluoride), B1(OC(C(O1)(C)C)(C)C)B2OC(C(O2)(C)C)(C)C (Bis(pinacolato)diboron), C1(CCCCC1)P(C1CCCCC1)C1CCCCC1 (tricyclohexylphospine), bis(dibenzylidenacetone)palladium, C(C)(=O)[O-].[K+] (potassium acetate), ClC1=C2C=CNC2=CC(=C1)F (4-Chloro-6-fluoro-1H-indole), BrC=1NC2=NC(=NC(=C2N1)N1[C@@H](COCC1)C)N1[C@H](COCC1)C (8-Bromo-2-((S)-3-methylmorpholin-4-yl-)-6-((R)-3-methyl-morpholin-4-yl)-9H-purine). The solvent is CCOC(=O)C (EtOAc), CCOC(=O)C (EtOAc), O1CCOCC1 (dioxane). Run at temperature 80 celsius, time 24 hour. The product is FC1=CC(=C2C=CNC2=C1)C=1NC2=NC(=NC(=C2N1)N1[C@@H](COCC1)C)N1[C@H](COCC1)C (8-(6-Fluoro-1H-indol-4-yl)-2-((S)-3-methyl-morpholin-4-yl)-6-((R)-3-methyl-morpholin-4-yl)-9H-purine). Isolated yield 52.1%. Reaction SMILES: Cl[C:2]1[CH:10]=[C:9]([F:11])[CH:8]=[C:7]2[C:3]=1[CH:4]=[CH:5][NH:6]2.B1(B2OC(C)(C)C(C)(C)O2)OC(C)(C)C(C)(C)O1.C1(P(C2CCCCC2)C2CCCCC2)CCCCC1.C([O-])(=O)C.[K+].Br[C:55]1[NH:56][C:57]2[C:62]([N:63]=1)=[C:61]([N:64]1[CH2:69][CH2:68][O:67][CH2:66][C@H:65]1[CH3:70])[N:60]=[C:59]([N:71]1[CH2:76][CH2:75][O:74][CH2:73][C@@H:72]1[CH3:77])[N:58]=2.[F-].[Cs+]>O1CCOCC1.CCOC(C)=O>[F:11][C:9]1[CH:8]=[C:7]2[C:3]([CH:4]=[CH:5][NH:6]2)=[C:2]([C:55]2[NH:56][C:57]3[C:62]([N:63]=2)=[C:61]([N:64]2[CH2:69][CH2:68][O:67][CH2:66][C@H:65]2[CH3:70])[N:60]=[C:59]([N:71]2[CH2:76][CH2:75][O:74][CH2:73][C@@H:72]2[CH3:77])[N:58]=3)[CH:10]=1 |f:3.4,6.7|. Procedure: 4-Chloro-6-fluoro-1H-indole (72 mg, 0.42 mmol) was dissolved in 4 mL of dioxane under argon. Bis(pinacolato)diboron (198 mg, 778 μmol), tricyclohexylphospine (19.8 mg, 71 μmol), bis(dibenzylidenacetone)palladium (20.3 mg, 35 μmol), and potassium acetate (104 mg, 1.06 mmol) were added under argon. The reaction was stirred for 24 hours at 80° C. The reaction mixture was cooled to room temperature and diluted with 30 mL of EtOAc. The organic layer was washed with 20 mL of brine, dried over Na2SO4, ... The reactants are FC1=C2C=NN(C2=CC(=C1)F)C (4,6-Difluoro-1-methyl-1H-indazole), [Li+].CC(C)[N-]C(C)C (LDA), CN(C1=CC=CC=C1)C=O (N-methylformanilide). The solvent is C1CCOC1 (THF). Conditions: time 2 hour. Product: FC1=C2C=NN(C2=CC(=C1C=O)F)C (4,6-Difluoro-1-methyl-1H-indazole-5-carbaldehyde). Reaction SMILES: [F:1][C:2]1[CH:10]=[C:9]([F:11])[CH:8]=[C:7]2[C:3]=1[CH:4]=[N:5][N:6]2[CH3:12].[Li+].CC([N-]C(C)C)C.CN([CH:29]=[O:30])C1C=CC=CC=1>C1COCC1>[F:1][C:2]1[C:10]([CH:29]=[O:30])=[C:9]([F:11])[CH:8]=[C:7]2[C:3]=1[CH:4]=[N:5][N:6]2[CH3:12] |f:1.2|. Procedure details: A solution of 4,6-difluoro-1-methyl-1H-indazole ((xvi), 168 mg, 1 mmol) in dry THF (1 mL) was added dropwise to a freshly prepared solution of LDA (n-BuLi 1.25 mL and diisopropylamine 0.285 mL, 2 mmol, in 10 mL THF) at −78° C. The solution was stirred at this temperature for 2 h, and then N-methylformanilide (0.247 mL, 2 mmol) was added dropwise at −70° C. After stirring 2 additional hours at −78° C. the RM was quenched with glacial acetic acid, diluted with water, and extracted twice with EtOAc... Starting materials: P(=O)(Cl)(Cl)Cl (phosphorus oxychloride), C1(=CC=CC=C1)C=1SC=CC1 (2-phenylthiophene), CN(C=O)C (dimethylformamide), ice, [OH-].[Na+] (sodium hydroxide), CN(C=O)C (dimethylformamide). Product: C(=O)C=1SC(=CC1)C1=CC=CC=C1 (2-formyl-5-phenylthiophene). As a reaction SMILES: P(Cl)(Cl)(Cl)=O.[C:6]1([C:12]2[S:13][CH:14]=[CH:15][CH:16]=2)[CH:11]=[CH:10][CH:9]=[CH:8][CH:7]=1.[OH-].[Na+].CN(C)[CH:21]=[O:22]>>[CH:21]([C:14]1[S:13][C:12]([C:6]2[CH:7]=[CH:8][CH:9]=[CH:10][CH:11]=2)=[CH:16][CH:15]=1)=[O:22] |f:2.3|. Reported procedure: Under a nitrogen atmosphere 75 mL of dimethylformamide was cooled to 0° C., and 15 mL of phosphorus oxychloride was added with stirring. The solution was allowed to warm to room temperature, and then a solution of 20.4 grams (0.127 mole) of 2-phenylthiophene in 20 mL of dimethylformamide was added in one portion. The reaction mixture was heated to 80° C. where it stirred for 24 hours. It was then poured into 250 mL of an aqueous, 10% sodium hydroxide solution containing 50 grams of ice. The resu... Starting materials: NC(=O)c1cc(Cl)ccn1, [KH], Nc1cc(F)c(O)cc1F, CN(C)C=O. The product is NC(=O)c1cc(Oc2cc(F)c(N)cc2F)ccn1. RXN SMILES: [Cl:12][c:13]1[cH:14][c:15]([C:19](=[O:20])[NH2:21])[n:16][cH:17][cH:18]1.[KH:1].[NH2:2][c:3]1[cH:4][c:5]([F:11])[c:6]([OH:10])[cH:7][c:8]1[F:9].[O:22]=[CH:23][N:24]([CH3:25])[CH3:26]>>[NH2:2][c:3]1[cH:4][c:5]([F:11])[c:6]([O:10][c:13]2[cH:14][c:15]([C:19](=[O:20])[NH2:21])[n:16][cH:17][cH:18]2)[cH:7][c:8]1[F:9]. The reactants are [H-].[Na+] (sodium hydride), C(C1=CC=CC=C1)O (benzyl alcohol), Cl (HCl), ClC=1C=C(C=2N(C1)C=C(N2)C)Cl (6,8-dichloro-2-methyl-imidazo[1,2-a]pyridine). Solvent: paraffin, CN(C=O)C (dimethylformamide). Reaction conditions: temperature -40 celsius, time 2 hour. Product: Cl.C(C1=CC=CC=C1)OC=1C=2N(C=C(C1)Cl)C=C(N2)C (8-benzyloxy-6-chloro-2-methyl-imidazo[1,2-a]pyridinehydrochloride). Reaction SMILES: [H-].[Na+].[CH2:3]([OH:10])[C:4]1[CH:9]=[CH:8][CH:7]=[CH:6][CH:5]=1.[Cl:11][C:12]1[CH:13]=[C:14](Cl)[C:15]2[N:16]([CH:18]=[C:19]([CH3:21])[N:20]=2)[CH:17]=1.Cl>CN(C)C=O>[ClH:11].[CH2:3]([O:10][C:14]1[C:15]2[N:16]([CH:18]=[C:19]([CH3:21])[N:20]=2)[CH:17]=[C:12]([Cl:11])[CH:13]=1)[C:4]1[CH:9]=[CH:8][CH:7]=[CH:6][CH:5]=1 |f:0.1,6.7|. Procedure details: 1.8 g commercial 80% sodium hydride in paraffin is added in small portions at room temperature to 5.4 ml benzyl alcohol dissolved in 300 ml dry dimethylformamide. The benzylate solution is stirred for a further 2 hours. Thereafter it is cooled to -40° C., mixed with 10.0 g 6,8-dichloro-2-methyl-imidazo[1,2-a]pyridine and stirred for a further 4 hours. The temperature is allowed to rise gradually to 12° C. and the mixture is stirred at this temperature for 48 hours. Thereafter the solution is pou... Reactants: BrC=1C=C(C=CC1)OC (3-bromoanisole), B(OC(C)C)(OC(C)C)OC(C)C (triisopropyl borate). Product: COC=1C=C(C=CC1)B(O)O (3-Methoxyphenylboronic acid). The yield is 82.0%. RXN SMILES: Br[C:2]1[CH:3]=[C:4]([O:8][CH3:9])[CH:5]=[CH:6][CH:7]=1.[B:10](OC(C)C)([O:15]C(C)C)[O:11]C(C)C>>[CH3:9][O:8][C:4]1[CH:3]=[C:2]([B:10]([OH:15])[OH:11])[CH:7]=[CH:6][CH:5]=1. Procedure: 3-Methoxyphenylboronic acid was prepared in the same manner as described in Example 33B from 3-bromoanisole and triisopropyl borate in 82% yield. This was used in the next step without any further purification. Starting materials: O=C(O)Cc1ccc(Cl)c(Cl)c1, ClCCl, [Li+], C1CCOC1, [OH-], O, COC(=O)N1CC(CN2CCCC2)NCC1CO. The product is COC(=O)N1CC(CN2CCCC2)N(C(=O)Cc2ccc(Cl)c(Cl)c2)CC1CO. Reaction SMILES: [Cl:1][c:2]1[cH:3][c:4]([CH2:9][C:10](=[O:11])[OH:12])[cH:5][cH:6][c:7]1[Cl:8].[Cl:33][CH2:34][Cl:35].[Li+:31].[O:36]1[CH2:37][CH2:38][CH2:39][CH2:40]1.[OH-:32].[OH2:41].[OH:13][CH2:14][CH:15]1[N:16]([C:27](=[O:28])[O:29][CH3:30])[CH2:17][CH:18]([CH2:21][N:22]2[CH2:23][CH2:24][CH2:25][CH2:26]2)[NH:19][CH2:20]1>>[Cl:1][c:2]1[cH:3][c:4]([CH2:9][C:10](=[O:12])[N:19]2[CH:18]([CH2:21][N:22]3[CH2:23][CH2:24][CH2:25][CH2:26]3)[CH2:17][N:16]([C:27](=[O:28])[O:29][CH3:30])[CH:15]([CH2:14][OH:13])[CH2:20]2)[cH:5][cH:6][c:7]1[Cl:8]. Reactants: Cl.ClCC1=NC2=CC=CC=C2C=C1 (2-(chloromethyl)quinoline hydrochloride), OC1=CC=C(C=C1)CC(=O)OC (methyl p-hydroxyphenylacetate), C([O-])([O-])=O.[K+].[K+] (potassium carbonate). Solvent: CN(C=O)C (dimethylformamide). Run at temperature 60 celsius. The product is N1=C(C=CC2=CC=CC=C12)COC1=CC=C(C=C1)CC(=O)OC (Methyl p-(2-quinolylmethoxy)phenylacetate). Isolated yield 84.9%. Reaction SMILES: Cl.Cl[CH2:3][C:4]1[CH:13]=[CH:12][C:11]2[C:6](=[CH:7][CH:8]=[CH:9][CH:10]=2)[N:5]=1.[OH:14][C:15]1[CH:20]=[CH:19][C:18]([CH2:21][C:22]([O:24][CH3:25])=[O:23])=[CH:17][CH:16]=1.C(=O)([O-])[O-].[K+].[K+]>CN(C)C=O>[N:5]1[C:6]2[C:11](=[CH:10][CH:9]=[CH:8][CH:7]=2)[CH:12]=[CH:13][C:4]=1[CH2:3][O:14][C:15]1[CH:16]=[CH:17][C:18]([CH2:21][C:22]([O:24][CH3:25])=[O:23])=[CH:19][CH:20]=1 |f:0.1,3.4.5|. Procedure details: To a mixture of 2-(chloromethyl)quinoline hydrochloride (1 g, 4.6 mmol) and methyl p-hydroxyphenylacetate (0.83 g, 5 mmol) in anhydrous dimethylformamide (20 mL), was added potassium carbonate (2.33 g) and the mixture was heated at 60° C. for 8 h. Dimethylformamide was removed, and the residue was partitioned between water and chloroform. The organic phase was dried over sodium sulfate and the solvent was removed, to afford 1.68 g of a crude product that was purified by chromatography on silica ... Reactants: CCOC(=O)C(N)C=C(CCCO)CP(=O)(O)O, O. Product: NC(C=C(CCCO)CP(=O)(O)O)C(=O)O. RXN SMILES: [CH2:1]([CH3:2])[O:3][C:4]([CH:5]([CH:6]=[C:7]([CH2:8][CH2:9][CH2:10][OH:11])[CH2:12][P:13](=[O:14])([OH:15])[OH:16])[NH2:17])=[O:18].[OH2:19]>>[O:3]=[C:4]([CH:5]([CH:6]=[C:7]([CH2:8][CH2:9][CH2:10][OH:11])[CH2:12][P:13](=[O:14])([OH:15])[OH:16])[NH2:17])[OH:18]. Starting materials: O=C([O-])[O-], CC(C)CN1CCCCC1C(=O)Nc1cc(C(F)(F)F)ccc1-c1cc(Cl)ncn1, [Cs+], [Cs+], Nc1nc2c(O)cccc2[nH]c1=O, [Na+], O=C([O-])O, CN(C)C=O. Yields the product CC(C)CN1CCCCC1C(=O)Nc1cc(C(F)(F)F)ccc1-c1cc(Oc2cccc3[nH]c(=O)c(N)nc23)ncn1. Reaction SMILES: [C:44](=[O:45])([O-:46])[O-:47].[Cl:14][c:15]1[cH:16][c:17](-[c:21]2[c:22]([NH:31][C:32](=[O:33])[CH:34]3[N:35]([CH2:40][CH:41]([CH3:42])[CH3:43])[CH2:36][CH2:37][CH2:38][CH2:39]3)[cH:23][c:24]([C:27]([F:28])([F:29])[F:30])[cH:25][cH:26]2)[n:18][cH:19][n:20]1.[Cs+:48].[Cs+:49].[NH2:1][c:2]1[c:3](=[O:13])[nH:4][c:5]2[cH:6][cH:7][cH:8][c:9]([OH:12])[c:10]2[n:11]1.[Na+:59].[O-:55][C:56]([OH:57])=[O:58].[O:50]=[CH:51][N:52]([CH3:53])[CH3:54]>>[NH2:1][c:2]1[c:3](=[O:13])[nH:4][c:5]2[cH:6][cH:7][cH:8][c:9]([O:12][c:15]3[cH:16][c:17](-[c:21]4[c:22]([NH:31][C:32](=[O:33])[CH:34]5[N:35]([CH2:40][CH:41]([CH3:42])[CH3:43])[CH2:36][CH2:37][CH2:38][CH2:39]5)[cH:23][c:24]([C:27]([F:28])([F:29])[F:30])[cH:25][cH:26]4)[n:18][cH:19][n:20]3)[c:10]2[n:11]1.